describe an organic reaction: reactants, conditions, products, and yield From a dataset of the Open Reaction Database (ORD), a public repository of structured organic reaction records. The reactants are CC(C)(C)OC(=O)CBr, [Li]CCCC, CC(C)NC(C)C, COC(=O)C1CCOCC1, C1CCOC1, O. The product is COC(=O)C1(CC(=O)OC(C)(C)C)CCOCC1. As a reaction SMILES: [Br:23][CH2:24][C:25](=[O:26])[O:27][C:28]([CH3:29])([CH3:30])[CH3:31].[CH2:8]([Li:9])[CH2:10][CH2:11][CH3:12].[CH:1]([NH:2][CH:3]([CH3:4])[CH3:5])([CH3:6])[CH3:7].[O:13]1[CH2:14][CH2:15][CH:16]([C:19](=[O:20])[O:21][CH3:22])[CH2:17][CH2:18]1.[O:32]1[CH2:33][CH2:34][CH2:35][CH2:36]1.[OH2:37]>>[O:13]1[CH2:14][CH2:15][C:16]([C:19](=[O:20])[O:21][CH3:22])([CH2:24][C:25](=[O:26])[O:27][C:28]([CH3:29])([CH3:30])[CH3:31])[CH2:17][CH2:18]1. Reactants: [C@]12(C(=O)CC(CC1)C2(C)C)CS(=O)(=O)O.ClC2=C(C=CC=C2)[C@@H](C(=O)N)N2CC1=C(CC2)SC=C1 ((S)-(+)-(2-chloro-phenyl)-(6,7-dihydro-4H-thieno[3,2-c]pyrid-5-yl) acetamide (1S)-(+)-camphor-10-sulfonic acid salt), C(C)(=O)OCC (ethyl acetate). Solvent: O (water), C([O-])(O)=O.[Na+] (sodium bicarbonate), O (water). Yields the product ClC1=C(C=CC=C1)[C@@H](C(=O)N)N1CC2=C(CC1)SC=C2 ((S)-(+)-(2-chloro-phenyl)-(6,7-dihydro-4H-thieno[3,2-c]pyrid-5-yl)acetamide). As a reaction SMILES: [C@]12(CS(O)(=O)=O)C(C)(C)C(CC1)CC2=O.[Cl:16][C:17]1[CH:22]=[CH:21][CH:20]=[CH:19][C:18]=1[C@H:23]([N:27]1[CH2:32][CH2:31][C:30]2[S:33][CH:34]=[CH:35][C:29]=2[CH2:28]1)[C:24]([NH2:26])=[O:25].C(OCC)(=O)C>O.C(=O)(O)[O-].[Na+]>[Cl:16][C:17]1[CH:22]=[CH:21][CH:20]=[CH:19][C:18]=1[C@H:23]([N:27]1[CH2:32][CH2:31][C:30]2[S:33][CH:34]=[CH:35][C:29]=2[CH2:28]1)[C:24]([NH2:26])=[O:25] |f:0.1,4.5|. Procedure: To the suspension of 1.8 g of (S)-(+)-(2-chloro-phenyl)-(6,7-dihydro-4H-thieno[3,2-c]pyrid-5-yl) acetamide (1S)-(+)-camphor-10-sulfonic acid salt in 100 mL water, 50 mL of sodium bicarbonate solution in water was added. After stirring the mixture, 150 mL ethyl acetate was added. The combined organic layers are distilled off to get title product. The amount of product obtained was 1 g (56%).